The task is: describe an organic reaction: reactants, conditions, products, and yield. This data is from the Open Reaction Database (ORD), a public repository of structured organic reaction records. Starting materials: CCCC[N+](CCCC)(CCCC)CCCC.[F-] (TBAF), C(C)OC(C(OCC)C1=C(C=C(C=C1F)O[Si](C1=CC=CC=C1)(C1=CC=CC=C1)C(C)(C)C)F)=O ((RS)-[4-(tert-Butyl-diphenyl-silanyloxy)-2,6-difluoro-phenyl]-ethoxy-acetic acid ethyl ester), O (H2O). The solvent is C1CCOC1 (THF), C1CCOC1 (THF). The product is C(C)OC(C(OCC)C1=C(C=C(C=C1F)O)F)=O ((RS)-(2,6-difluoro-4-hydroxy-phenyl)-ethoxy-acetic acid ethyl ester). Isolated yield 86.2%. Reaction SMILES: [CH2:1]([O:3][C:4](=[O:35])[CH:5]([C:9]1[C:14]([F:15])=[CH:13][C:12]([O:16][Si](C(C)(C)C)(C2C=CC=CC=2)C2C=CC=CC=2)=[CH:11][C:10]=1[F:34])[O:6][CH2:7][CH3:8])[CH3:2].CCCC[N+](CCCC)(CCCC)CCCC.[F-].O>C1COCC1>[CH2:1]([O:3][C:4](=[O:35])[CH:5]([C:9]1[C:14]([F:15])=[CH:13][C:12]([OH:16])=[CH:11][C:10]=1[F:34])[O:6][CH2:7][CH3:8])[CH3:2] |f:1.2|. Procedure details: (RS)-[4-(tert-Butyl-diphenyl-silanyloxy)-2,6-difluoro-phenyl]-ethoxy-acetic acid ethyl ester (6.85 g) was dissolved in THF (135 ml) and a 1 M TBAF sol. in THF (15.1 ml) was added. After 3 h the reaction mixture was poured on AcOEt (300 ml) and H2O (300 ml). The aqueous layer was extracted with two more portions of AcOEt (100 ml). The combined organic layers were washed with brine and dried (MgSO4) and the solvent was evaporated. Crystallization from ice cold CH2Cl2 afforded 3.08 g (86%) of (RS)-... Yields the product N#Cc1cc(I)c(N)cc1C(F)(F)F. As a reaction SMILES: [Al:36].[CH2:37]1[O:38][CH2:39][CH2:40][CH2:41]1.[CH3:26][OH:27].[I:28][N:29]1[C:30](=[O:31])[CH2:32][CH2:33][C:34]1=[O:35].[NH2:1][c:2]1[cH:3][c:4]([C:10]([F:11])([F:12])[F:13])[c:5]([C:6]#[N:7])[cH:8][cH:9]1.[OH2:14].[c:15]1([CH3:16])[cH:17][cH:18][c:19]([S:20]([OH:21])(=[O:22])=[O:23])[cH:24][cH:25]1>>[NH2:1][c:2]1[cH:3][c:4]([C:10]([F:11])([F:12])[F:13])[c:5]([C:6]#[N:7])[cH:8][c:9]1[I:28]. The reactants are [Al], C1CCOC1, CO, O=C1CCC(=O)N1I, N#Cc1ccc(N)cc1C(F)(F)F, O, Cc1ccc(S(=O)(=O)O)cc1. The reactants are ClCCOC=1C=C2C(=NC(=NC2=CC1OC)C1=CC(=CC=C1)C1=CC=CC=C1)NC=1C=C2C=NN(C2=CC1)C(=O)OC(C)(C)C (tert-butyl 5-(6-(2-chloroethoxy)-2-[(3-phenyl)phenyl)-7-methoxyquinazolin-4-ylamino)-1H-indazole-1-carboxylate), CS(=O)C (DMSO), CNC (dimethylamine). Reaction conditions: temperature 85 celsius, time 2 hour. The product is CN(CCOC=1C=C2C(=NC(=NC2=CC1OC)C1=CC(=CC=C1)C1=CC=CC=C1)NC=1C=C2C=NNC2=CC1)C (6-(2-(dimethylamino)ethoxy)-N-(1H-indazol-5-yl)-7-methoxy-2-(3-(phenyl)phenyl)quinazolin-4-amine). The yield is 45.0%. Reaction SMILES: ClC[CH2:3][O:4][C:5]1[CH:6]=[C:7]2[C:12](=[CH:13][C:14]=1[O:15][CH3:16])[N:11]=[C:10]([C:17]1[CH:22]=[CH:21][CH:20]=[C:19]([C:23]3[CH:28]=[CH:27][CH:26]=[CH:25][CH:24]=3)[CH:18]=1)[N:9]=[C:8]2[NH:29][C:30]1[CH:31]=[C:32]2[C:36](=[CH:37][CH:38]=1)[N:35](C(OC(C)(C)C)=O)[N:34]=[CH:33]2.[CH3:46][NH:47][CH3:48].[CH3:49]S(C)=O>>[CH3:46][N:47]([CH3:49])[CH2:48][CH2:3][O:4][C:5]1[CH:6]=[C:7]2[C:12](=[CH:13][C:14]=1[O:15][CH3:16])[N:11]=[C:10]([C:17]1[CH:22]=[CH:21][CH:20]=[C:19]([C:23]3[CH:24]=[CH:25][CH:26]=[CH:27][CH:28]=3)[CH:18]=1)[N:9]=[C:8]2[NH:29][C:30]1[CH:31]=[C:32]2[C:36](=[CH:37][CH:38]=1)[NH:35][N:34]=[CH:33]2. Procedure details: A solution of tert-butyl 5-(6-(2-chloroethoxy)-2-[(3-phenyl)phenyl)-7-methoxyquinazolin-4-ylamino)-1H-indazole-1-carboxylate (0.25 g, 0.40 mmole) in DMSO (3 mL) was cooled to 0° C. To this was added dimethylamine gas (bubbled into solution for 15 minutes) and the reaction was slowly heated to 85° C. and stirred for 2 h. The mixture was poured onto ice-water and the crude product was filtered. The product was then dissolved in a mixture of CH2Cl2 and CH3OH and the solution was concentrated in vac... Reactants: C(C)(=O)N1[C@H](CNCC1)C ((S)-1-acetyl-2-methylpiperazine), Cl (hydrochloric acid), N(=O)[O-].[Na+] (sodium nitrite), [OH-].[Na+] (sodium hydroxide). Solvent: O (water), O (water), O (water). Run at temperature 0 celsius, time 2 hour. Product: C(C)(=O)N1[C@H](CN(CC1)N=O)C ((S)-1-acetyl-2-methyl-4-nitrosopiperazine). Isolated yield 68.6%. Reaction SMILES: [C:1]([N:4]1[CH2:9][CH2:8][NH:7][CH2:6][C@@H:5]1[CH3:10])(=[O:3])[CH3:2].Cl.[N:12]([O-])=[O:13].[Na+].[OH-].[Na+]>O>[C:1]([N:4]1[CH2:9][CH2:8][N:7]([N:12]=[O:13])[CH2:6][C@@H:5]1[CH3:10])(=[O:3])[CH3:2] |f:2.3,4.5|. Procedure details: To a slurry of (S)-1-acetyl-2-methylpiperazine (424 mg) in water (2.5 ml) was added concentrated hydrochloric acid (0.9 ml) dropwise below 25° C. A solution of sodium nitrite (227 mg) in water (2 ml) was added dropwise at 0° C. The mixture was stirred at 0° C. for 2 hours. A solution of sodium hydroxide (409 mg) in water (6 ml) was added dropwise at 0° C. The mixture was extracted with chloroform, washed with water, dried and evaporated to give (S)-1-acetyl-2-methyl-4-nitrosopiperazine (350 mg)....